Dataset: the Open Reaction Database (ORD), a public repository of structured organic reaction records. Task: describe an organic reaction: reactants, conditions, products, and yield Starting materials: C(C)(C)(C)OC(=O)N1C[C@@H](CC1)OS(=O)(=O)C1=CC=C(C=C1)C ((R)-3-(Toluene-4-sulfonyloxy)-pyrrolidine-1-carboxylic acid tert-butyl ester), C(=O)([O-])[O-].[K+].[K+] (K2CO3), 2L, Intermediate ( i ), C[C@@H]1NCCC1 ((2S)-2-methyl pyrrolidine). Run in CC#N (CH3CN). Reaction conditions: temperature 75 celsius, time 20 hour. Yields the product C(C)(C)(C)OC(=O)N1C[C@H](CC1)N1[C@H](CCC1)C ((2S,3′S)-2-Methyl-[1,3′]bipyrrolidinyl-1′-carboxylic acid tert-butyl ester). RXN SMILES: [C:1]([O:5][C:6]([N:8]1[CH2:12][CH2:11][C@@H:10](OS(C2C=CC(C)=CC=2)(=O)=O)[CH2:9]1)=[O:7])([CH3:4])([CH3:3])[CH3:2].[CH3:24][C@H:25]1[CH2:29][CH2:28][CH2:27][NH:26]1.C([O-])([O-])=O.[K+].[K+]>CC#N>[C:1]([O:5][C:6]([N:8]1[CH2:12][CH2:11][C@H:10]([N:26]2[CH2:27][CH2:28][CH2:29][C@@H:25]2[CH3:24])[CH2:9]1)=[O:7])([CH3:2])([CH3:3])[CH3:4] |f:2.3.4|. Procedure details: (R)-3-(Toluene-4-sulfonyloxy)-pyrrolidine-1-carboxylic acid tert-butyl ester (52 g, 0.15 mol, 1.0 eq) prepared in accordance of the procedures set forth in Intermediate (i), (2S)-2-methyl pyrrolidine (25.2 g, 0.3 mol, 2.0 eq), anhydrous CH3CN (500 ml), and dry K2CO3 powder (50 g, 36 mmol, 2.4 eq) were added to a 2L round-bottom flask equipped with a mechanical stirrer and a reflux condenser. The resulting suspension was stirred at 75° C. for 20 h. The heating block was set at 88° C. LC/MS showed... The reactants are FC1=CC=C2C(=C(C(=NC2=C1)C1=NC=CC=C1)C)NC=1C=C(C(=O)O)C=C(C1)N1CCOCC1 (3-(7-fluoro-3-methyl-2-(pyridin-2-yl)quinolin-4-ylamino)-5-morpholinobenzoic acid), C(CCl)Cl (EDC), N (ammonia), O1CCOCC1 (dioxane). As a reaction SMILES: [F:1][C:2]1[CH:11]=[C:10]2[C:5]([C:6]([NH:19][C:20]3[CH:21]=[C:22]([CH:26]=[C:27]([N:29]4[CH2:34][CH2:33][O:32][CH2:31][CH2:30]4)[CH:28]=3)[C:23](O)=[O:24])=[C:7]([CH3:18])[C:8]([C:12]3[CH:17]=[CH:16][CH:15]=[CH:14][N:13]=3)=[N:9]2)=[CH:4][CH:3]=1.C(Cl)CCl.[NH3:39].O1CCOCC1>CN(C1C=CN=CC=1)C.C(Cl)Cl>[F:1][C:2]1[CH:11]=[C:10]2[C:5]([C:6]([NH:19][C:20]3[CH:21]=[C:22]([CH:26]=[C:27]([N:29]4[CH2:34][CH2:33][O:32][CH2:31][CH2:30]4)[CH:28]=3)[C:23]([NH2:39])=[O:24])=[C:7]([CH3:18])[C:8]([C:12]3[CH:17]=[CH:16][CH:15]=[CH:14][N:13]=3)=[N:9]2)=[CH:4][CH:3]=1. Reported procedure: Prepared according to Procedure U by stirring 3-(7-fluoro-3-methyl-2-(pyridin-2-yl)quinolin-4-ylamino)-5-morpholinobenzoic acid (0.014 g, 0.031 mmol), DMAP (7.46 mg, 0.061 mmol), EDC (0.023 g, 0.122 mmol), 0.5M ammonia in dioxane (0.092 mL, 0.046 mmol), and DCM (0.3 mL) at 23° C. for 48 h. Reverse-phase HPLC afforded 3-((7-fluoro-3-methyl-2-(2-pyridinyl)-4-quinolinyl)amino)-5-(4-morpholinyl)benzamide as a yellow amorphous solid. 1H NMR (400 MHz, Methanol) δ ppm 8.72 (1H, br. s.), 7.98-8.27 (2H, ... Reagents/catalysts: CN(C)C=1C=CN=CC1 (DMAP). The product is FC1=CC=C2C(=C(C(=NC2=C1)C1=NC=CC=C1)C)NC=1C=C(C(=O)N)C=C(C1)N1CCOCC1 (3-((7-fluoro-3-methyl-2-(2-pyridinyl)-4-quinolinyl)amino)-5-(4-morpholinyl)benzamide). Solvent: C(Cl)Cl (DCM).